From a dataset of the Open Reaction Database (ORD), a public repository of structured organic reaction records. describe an organic reaction: reactants, conditions, products, and yield Reactants: C1(=CC=CC=C1)C#C (phenylacetylene), C(#N)C1=CC(=C(C=C1)O)I (4-cyano-2-iodophenol). The product is C(#N)C1=CC2=C(OC(=C2)C2=CC=CC=C2)C=C1 (5-Cyano-2-phenyl-benzo[b]furan). RXN SMILES: [C:1]1([C:7]#[CH:8])[CH:6]=[CH:5][CH:4]=[CH:3][CH:2]=1.[C:9]([C:11]1[CH:16]=[CH:15][C:14]([OH:17])=[C:13](I)[CH:12]=1)#[N:10]>>[C:9]([C:11]1[CH:16]=[CH:15][C:14]2[O:17][C:7]([C:1]3[CH:6]=[CH:5][CH:4]=[CH:3][CH:2]=3)=[CH:8][C:13]=2[CH:12]=1)#[N:10]. Reported procedure: The general procedure was used to convert phenylacetylene and 4-cyano-2-iodophenol to the title product. Purification by flash chromatography (15% ethyl acetate in hexanes as the eluent) gave the analytically pure product as a white solid (421 mg, 96% yield). 1H NMR (300 MHz, CDCl3) δ 7.88-7.82 (m, 3H), 7.58-7.40 (m, 5H), 7.01 (s, 1H). 13C NMR (75 MHz, CDCl3) δ 158.30, 156.41, 129.85, 129.55, 129.23, 128.98, 127.84, 125.72, 125.22, 119.49, 112.25, 106.85, 100.72. Anal. Calcd. for C15H9NO: C, 82.... Reactants: C(Cl)Cl.CO (CH2Cl2 MeOH), ClC1=CC2=C(N(C(N2)=S)[C@H]2[C@H](O)[C@H](O)[C@H](O2)CO)C=C1Cl (5,6-Dichloro-1-(β-D-ribofuranosyl)benzimidazol-2-thione), C(C1=CC=CC=C1)Cl (Benzyl chloride), [OH-].[NH4+] (ammonium hydroxide). Run in O (water). Conditions: time 5 hour. The product is C(C1=CC=CC=C1)SC1=NC2=C(N1[C@H]1[C@H](O)[C@H](O)[C@H](O1)CO)C=C(C(=C2)Cl)Cl (2-Benzylthio-5,6-dichloro-1-(β-D-ribofuranosyl)benzimidazole). Reaction SMILES: [Cl:1][C:2]1[C:20]([Cl:21])=[CH:19][C:5]2[N:6]([C@@H:10]3[O:16][C@H:15]([CH2:17][OH:18])[C@@H:13]([OH:14])[C@H:11]3[OH:12])[C:7](=[S:9])[NH:8][C:4]=2[CH:3]=1.[OH-].[NH4+].[CH2:24](Cl)[C:25]1[CH:30]=[CH:29][CH:28]=[CH:27][CH:26]=1.C(Cl)Cl.CO>O>[CH2:24]([S:9][C:7]1[N:6]([C@@H:10]2[O:16][C@H:15]([CH2:17][OH:18])[C@@H:13]([OH:14])[C@H:11]2[OH:12])[C:5]2[CH:19]=[C:20]([Cl:21])[C:2]([Cl:1])=[CH:3][C:4]=2[N:8]=1)[C:25]1[CH:30]=[CH:29][CH:28]=[CH:27][CH:26]=1 |f:1.2,4.5|. Procedure: Compound 53 (0.5 g) was dissolved in cold water (10 ml) containing concentrated ammonium hydroxide (2.5 ml). Benzyl chloride (0.5 ml) was added to this solution with stirring and the stirring continued at room temperature for 5 hours. The white solid (0.41 g) which had separated from solution was collected by filtration, washed with cold water. The solid was extracted with ethyl acetate (100 ml) and the ethyl acetate phase was dried over anhydrous Na2SO4 and then evaporated by aspirator to give ... Reactants: CCOC(=O)CBr, O=C([O-])[O-], Cc1ccc(O)cc1, CC(C)=O, [K+], [K+]. Yields the product CCOC(=O)COc1ccc(C)cc1. Reaction SMILES: [Br:9][CH2:10][C:11](=[O:12])[O:13][CH2:14][CH3:15].[C:16](=[O:17])([O-:18])[O-:19].[CH3:1][c:2]1[cH:3][cH:4][c:5]([OH:6])[cH:7][cH:8]1.[CH3:22][C:23](=[O:24])[CH3:25].[K+:20].[K+:21]>>[CH3:1][c:2]1[cH:3][cH:4][c:5]([O:6][CH2:10][C:11](=[O:12])[O:13][CH2:14][CH3:15])[cH:7][cH:8]1.